This data is from the Open Reaction Database (ORD), a public repository of structured organic reaction records. The task is: describe an organic reaction: reactants, conditions, products, and yield Starting materials: C1(=CC=CC=C1)P(C1=CC=CC=C1)C1=CC=CC=C1 (Triphenylphosphine), BrC=1C(C2=CC3=CC(=CC=C3C2=CC1)Br)=O (2,7-dibromofluorenone), C(Br)(Br)(Br)Br (carbon tetrabromide). Run in O1CCCC1 (tetrahydrofuran), O1CCCC1 (tetrahydrofuran). Yields the product BrC1=CC=2C(C3=CC(=CC=C3C2C=C1)Br)=C(Br)Br (2,7-Dibromo-9-dibromomethylenefluorene). Yield: 58.4%. RXN SMILES: C1(P(C2C=CC=CC=2)C2C=CC=CC=2)C=CC=CC=1.[Br:20][C:21]1[C:22](=O)[C:23]2[C:31](=[CH:32][CH:33]=1)[C:30]1[C:25](=[CH:26][C:27]([Br:34])=[CH:28][CH:29]=1)[CH:24]=2.[C:36](Br)(Br)([Br:38])[Br:37]>O1CCCC1>[Br:20][C:21]1[CH:33]=[CH:32][C:31]2[C:30]3[C:25](=[CH:26][C:27]([Br:34])=[CH:28][CH:29]=3)[C:24](=[C:36]([Br:38])[Br:37])[C:23]=2[CH:22]=1. Procedure details: Triphenylphosphine (34.89 g, 133.0 mmol) was added to a solution of 2,7-dibromofluorenone (17.94 g, 53.08 mmol) in anhydrous tetrahydrofuran (550 mL) under nitrogen and the reaction mixture was heated at just below reflux with stirring. A solution of carbon tetrabromide (35.16 g, 106.0 mmol) in anhydrous tetrahydrofuran (150 mL) was added dropwise over 1.5 h, and the reaction mixture was heated at reflux for 17 h with stirring. After cooling to room temperature, the solvent was removed under red... Starting materials: ClS(=O)(=O)C1=CC=C(S1)C1=C(C=CC=C1)C (5-chlorosulfonyl-2-(2-tolyl)thiophene), NC1=C(C(=NO1)C)Br (5-amino-4-bromo-3-methylisoxazole). The product is BrC=1C(=NOC1NS(=O)(=O)C=1SC(=CC1)C1=C(C=CC=C1)C)C (N-(4-bromo-3-methyl-5-isoxazolyl)-5-(2-tolyl)thiophene-2-sulfonamide). Reaction SMILES: Cl[S:2]([C:5]1[S:9][C:8]([C:10]2[CH:15]=[CH:14][CH:13]=[CH:12][C:11]=2[CH3:16])=[CH:7][CH:6]=1)(=[O:4])=[O:3].[NH2:17][C:18]1[O:22][N:21]=[C:20]([CH3:23])[C:19]=1[Br:24]>>[Br:24][C:19]1[C:20]([CH3:23])=[N:21][O:22][C:18]=1[NH:17][S:2]([C:5]1[S:9][C:8]([C:10]2[CH:15]=[CH:14][CH:13]=[CH:12][C:11]=2[CH3:16])=[CH:7][CH:6]=1)(=[O:4])=[O:3]. Procedure: N-(4-bromo-3-methyl-5-isoxazolyl)-5-(2-tolyl)thiophene-2-sulfonamide was prepared in the same manner as described in Example 2. Reaction of 5-chlorosulfonyl-2-(2-tolyl)thiophene with 5-amino-4-bromo-3-methylisoxazole gave the crude product which was purified by column chromatography giving the pure product (gum). This gum was dissolved in 5 ml of NH4OH, concentrated and dried under high vacuum to get the ammonium salt of N-(4-bromo-3-methyl-5-isoxazolyl)-5-(2-tolyl)thiophene-2-sulfonamide in 67%... The reactants are Cn1ccnc1C=O, CC#N, [Mg+2], Nc1cc(F)cc2c1COC2=O, O=S(=O)([O-])[O-]. Yields the product Cn1ccnc1C=Nc1cc(F)cc2c1COC2=O. As a reaction SMILES: [CH3:1][n:2]1[c:3]([CH:7]=[O:8])[n:4][cH:5][cH:6]1.[CH3:27][C:28]#[N:29].[Mg+2:21].[NH2:9][c:10]1[c:11]2[c:15]([cH:16][c:17]([F:19])[cH:18]1)[C:14](=[O:20])[O:13][CH2:12]2.[O-:22][S:23](=[O:24])(=[O:25])[O-:26]>>[CH3:1][n:2]1[c:3]([CH:7]=[N:9][c:10]2[c:11]3[c:15]([cH:16][c:17]([F:19])[cH:18]2)[C:14](=[O:20])[O:13][CH2:12]3)[n:4][cH:5][cH:6]1. Reactants: C([O-])(O)=O.[Na+] (sodium bicarbonate), FC(S(=O)(=O)O[Si](C)(C)C)(F)F (Trimethylsilyl trifluoromethanesulfonate), C1(CC1)N(C(OC(C)(C)C)=O)CC1=CN(C2=CC=CC(=C12)C)CCCOC (tert-butyl cyclopropyl{[1-(3-methoxypropyl)-4-methyl-1H-indol-3-yl]methyl}carbamate), N1=C(C=CC=C1C)C (2,6-lutidine). Run in CO (methanol), ClCCl (dichloromethane). Run at time 15 minute. The product is COCCCN1C=C(C2=C(C=CC=C12)C)CNC1CC1 (N-{[1-(3-methoxypropyl)-4-methyl-1H-indol-3-yl]methyl}cyclopropanamine). As a reaction SMILES: FC(F)(F)S(O[Si](C)(C)C)(=O)=O.[CH:13]1([N:16]([CH2:24][C:25]2[C:33]3[C:28](=[CH:29][CH:30]=[CH:31][C:32]=3[CH3:34])[N:27]([CH2:35][CH2:36][CH2:37][O:38][CH3:39])[CH:26]=2)C(=O)OC(C)(C)C)[CH2:15][CH2:14]1.N1C(C)=CC=CC=1C.C(=O)(O)[O-].[Na+]>ClCCl.CO>[CH3:39][O:38][CH2:37][CH2:36][CH2:35][N:27]1[C:28]2[C:33](=[C:32]([CH3:34])[CH:31]=[CH:30][CH:29]=2)[C:25]([CH2:24][NH:16][CH:13]2[CH2:14][CH2:15]2)=[CH:26]1 |f:3.4|. Procedure details: Trimethylsilyl trifluoromethanesulfonate (213 μL) was added to a solution of tert-butyl cyclopropyl{[1-(3-methoxypropyl)-4-methyl-1H-indol-3-yl]methyl}carbamate (175 mg and 2,6-lutidine (192 μL) in dichloromethane (7 ml) under ice-cooling and the mixture was stirred at room temperature for 15 minutes. A saturated aqueous solution of sodium bicarbonate and methanol were added successively to the reaction mixture and the mixture was further stirred at the same temperature for 30 minutes. The react... As a reaction SMILES: [CH3:1][C:2]1[CH2:7][CH2:6][CH2:5][C:4]([CH3:9])([CH3:8])[C:3]=1[C:10]([O:12][CH3:13])=[O:11].C([Li])CCC.C[Si](Cl)(C)C.Cl>O1CCCC1.CCCCCC>[CH3:8][C:4]1([CH3:9])[CH2:5][CH2:6][CH2:7][C:2](=[CH2:1])[CH:3]1[C:10]([O:12][CH3:13])=[O:11]. Solvent: CCCCCC (hexane), O1CCCC1 (tetrahydrofuran). Conditions: time 10 minute. Starting materials: C[Si](C)(C)Cl (trimethylsilyl chloride), CC1=C(C(CCC1)(C)C)C(=O)OC (methyl 2,6,6-trimethyl-cyclohex-1-ene-carboxylate), C(CCC)[Li] (butyllithium), solution, Cl (HCl). Reported procedure: A solution of methyl 2,6,6-trimethyl-cyclohex-1-ene-carboxylate (80.0 g) in tetrahydrofuran (THF, 640 ml), contained in a 1.5 l flask equipped with a mechanical strirrer and a nitrogen inlet, was deprotonated by adding, between -10° and 0°, a solution of butyllithium in hexane (411 ml of a 1.5M solution). Once the addition was completed, the reaction was allowed to proceed at 15°-17° for 10 min. The temperature was reduced to -30° and trimethylsilyl chloride (143.35 g) was added to the reaction ... Product: CC1(C(C(CCC1)=C)C(=O)OC)C (methyl 2,2-dimethyl-6-methylene-1-cyclohexanecarboxylate). The reactants are CC=1C=C(C=C(C1)C)C1(C(NC2=CC=CC=C12)=O)O (3-(3,5-dimethyl-phenyl)-3-hydroxy-1,3-dihydro-indol-2-one), C(C)(C)(C)N=P1(N(CCCN1C)C)N(CC)CC (2-tert-butylimino-2-diethylamino-1,3-dimethyl-perhydro-1,3,2-diazaphosphorine), C(C1=CC=CC=C1)Br (benzyl bromide). Solvent: C(C)#N (acetonitrile). Yields the product C(C1=CC=CC=C1)N1C(C(C2=CC=CC=C12)(O)C1=CC(=CC(=C1)C)C)=O (1-Benzyl-3-(3,5-dimethyl-phenyl)-3-hydroxy-1,3-dihydro-indol-2-one). The yield is 99.0%. Reaction SMILES: [CH3:1][C:2]1[CH:3]=[C:4]([C:9]2([OH:19])[C:17]3[C:12](=[CH:13][CH:14]=[CH:15][CH:16]=3)[NH:11][C:10]2=[O:18])[CH:5]=[C:6]([CH3:8])[CH:7]=1.C(N=P1(N(CC)CC)N(C)CCCN1C)(C)(C)C.[CH2:38](Br)[C:39]1[CH:44]=[CH:43][CH:42]=[CH:41][CH:40]=1>C(#N)C>[CH2:38]([N:11]1[C:12]2[C:17](=[CH:16][CH:15]=[CH:14][CH:13]=2)[C:9]([C:4]2[CH:3]=[C:2]([CH3:1])[CH:7]=[C:6]([CH3:8])[CH:5]=2)([OH:19])[C:10]1=[O:18])[C:39]1[CH:44]=[CH:43][CH:42]=[CH:41][CH:40]=1. Procedure: Using a method similar to Preparation 17 with 3-(3,5-dimethyl-phenyl)-3-hydroxy-1,3-dihydro-indol-2-one (50 mg, 0.20 mmol), 2-tert-butylimino-2-diethylamino-1,3-dimethyl-perhydro-1,3,2-diazaphosphorine (0.065 ml, 0.22 mmol) and benzyl bromide (0.024 mL, 0.20 mmol) in acetonitrile (1 mL) gives 68 mg (100%) of the title compound which was used without further purification. Starting materials: N#CCC1CC(CC(=O)O)OC2(CCCCC2)O1, CO, [H][H], N, O. As a reaction SMILES: [C:1](#[N:2])[CH2:3][CH:4]1[CH2:5][CH:6]([CH2:15][C:16](=[O:17])[OH:18])[O:7][C:8]2([O:9]1)[CH2:10][CH2:11][CH2:12][CH2:13][CH2:14]2.[CH3:23][OH:24].[H:21][H:22].[NH3:19].[OH2:20]>>[CH2:1]([NH2:2])[CH2:3][CH:4]1[CH2:5][CH:6]([CH2:15][C:16](=[O:17])[OH:18])[O:7][C:8]2([O:9]1)[CH2:10][CH2:11][CH2:12][CH2:13][CH2:14]2. Product: NCCC1CC(CC(=O)O)OC2(CCCCC2)O1. Reactants: Brc1cnc2[nH]ccc2c1, CC(Cl)Cl, O=C1CCC(=O)N1I. Product: Brc1cnc2[nH]cc(I)c2c1. As a reaction SMILES: [Br:1][c:2]1[cH:3][c:4]2[c:5]([n:6][cH:7]1)[nH:8][cH:9][cH:10]2.[Cl:19][CH:20]([Cl:21])[CH3:22].[I:11][N:12]1[C:13](=[O:14])[CH2:15][CH2:16][C:17]1=[O:18]>>[Br:1][c:2]1[cH:3][c:4]2[c:5]([n:6][cH:7]1)[nH:8][cH:9][c:10]2[I:11]. The reactants are COC(=O)c1cc(OCc2c(-c3ccccn3)noc2C)no1, Cl, [Na+], C1COCCO1, [OH-]. The product is Cc1onc(-c2ccccn2)c1COc1cc(C(=O)O)on1. As a reaction SMILES: [CH3:1][O:2][C:3](=[O:4])[c:5]1[cH:6][c:7]([O:10][CH2:11][c:12]2[c:13](-[c:18]3[n:19][cH:20][cH:21][cH:22][cH:23]3)[n:14][o:15][c:16]2[CH3:17])[n:8][o:9]1.[ClH:26].[Na+:25].[O:27]1[CH2:28][CH2:29][O:30][CH2:31][CH2:32]1.[OH-:24]>>[O:2]=[C:3]([OH:4])[c:5]1[cH:6][c:7]([O:10][CH2:11][c:12]2[c:13](-[c:18]3[n:19][cH:20][cH:21][cH:22][cH:23]3)[n:14][o:15][c:16]2[CH3:17])[n:8][o:9]1.